Dataset: the Open Reaction Database (ORD), a public repository of structured organic reaction records. Task: describe an organic reaction: reactants, conditions, products, and yield The reactants are CC1=CSC=2N1C(C(=C(N2)O)C)=O (3,6-dimethyl-7-hydroxy-5H-thiazolo[3,2-a]pyrimidin-5-one), C([O-])([O-])=O.[K+].[K+] (potassium carbonate), COC1=CC=C(C(=O)C2=CC=C(CBr)C=C2)C=C1 (4-(4-methoxybenzoyl)benzyl bromide). Run in CN(C)C=O (DMF). Conditions: temperature 80 celsius, time 2 hour. Product: COC1=CC=C(C(=O)C2=CC=C(COC=3N=C4N(C(C3C)=O)C(=CS4)C)C=C2)C=C1 (7-[4-(4-Methoxybenzoyl)benzyloxy]-3,6-dimethyl-5H-thiazolo[3,2-a]pyrimidin-5-one). Yield: 9.2%. As a reaction SMILES: [CH3:1][C:2]1[N:6]2[C:7](=[O:13])[C:8]([CH3:12])=[C:9]([OH:11])[N:10]=[C:5]2[S:4][CH:3]=1.C(=O)([O-])[O-].[K+].[K+].[CH3:20][O:21][C:22]1[CH:37]=[CH:36][C:25]([C:26]([C:28]2[CH:35]=[CH:34][C:31]([CH2:32]Br)=[CH:30][CH:29]=2)=[O:27])=[CH:24][CH:23]=1>CN(C=O)C>[CH3:20][O:21][C:22]1[CH:37]=[CH:36][C:25]([C:26]([C:28]2[CH:29]=[CH:30][C:31]([CH2:32][O:11][C:9]3[N:10]=[C:5]4[S:4][CH:3]=[C:2]([CH3:1])[N:6]4[C:7](=[O:13])[C:8]=3[CH3:12])=[CH:34][CH:35]=2)=[O:27])=[CH:24][CH:23]=1 |f:1.2.3|. Procedure details: To a solution of 3,6-dimethyl-7-hydroxy-5H-thiazolo[3,2-a]pyrimidin-5-one (537 mg) and potassium carbonate (745 mg) in DMF (10 ml) was added 4-(4-methoxybenzoyl)benzyl bromide (970 mg) and the mixture was stirred at 80° C. for 2 hours. This reaction mixture was concentrated and the residue was diluted with water-ethyl acetate and extracted with ethyl acetate. The extract was purified by silica gel column chromatography (hexane: ethyl acetate =2:1) and recrystallized from ethyl acetate to provide... The reactants are Cl (hydrochloric acid), NC1=NC=2C=CC=CC2C2=C1N=C(N2CCCCNC(OC(C)(C)C)=O)C2=CC=CC=C2 (tert-butyl N-[4-(4-amino-2-phenyl-1H-imidazo[4,5-c]quinolin-1-yl)butyl]carbamate), Cl (hydrochloric acid). The solvent is CO (methanol). Product: NCCCCN1C(=NC=2C(=NC=3C=CC=CC3C21)N)C2=CC=CC=C2 (1-(4-aminobutyl)-2-phenyl-1H-imidazo[4,5-c]quinolin-4-amine). Isolated yield 75.4%. Reaction SMILES: [NH2:1][C:2]1[C:11]2[N:12]=[C:13]([C:27]3[CH:32]=[CH:31][CH:30]=[CH:29][CH:28]=3)[N:14]([CH2:15][CH2:16][CH2:17][CH2:18][NH:19]C(=O)OC(C)(C)C)[C:10]=2[C:9]2[CH:8]=[CH:7][CH:6]=[CH:5][C:4]=2[N:3]=1.Cl>CO>[NH2:19][CH2:18][CH2:17][CH2:16][CH2:15][N:14]1[C:10]2[C:9]3[CH:8]=[CH:7][CH:6]=[CH:5][C:4]=3[N:3]=[C:2]([NH2:1])[C:11]=2[N:12]=[C:13]1[C:27]1[CH:32]=[CH:31][CH:30]=[CH:29][CH:28]=1. Reported procedure: The tert-butyl N-[4-(4-amino-2-phenyl-1H-imidazo[4,5-c]quinolin-1-yl)butyl]carbamate (4.3 g, 10.0 mmol) was dissolved in methanol (15 mL) and 1 N hydrochloric acid (100 mL) and then heated at reflux for 2 hours. The reaction mixture was concentrated under vacuum to a volume of about 50 mL. Addition of concentrated ammonium hydroxide to pH 12 did not produce a precipitate. The pH was adjusted to 7 with 1 N hydrochloric acid. The mixture was extracted with dichloromethane and then with ethyl aceta... As a reaction SMILES: [CH2:46]1[O:47][CH2:48][CH2:49][CH2:50]1.[CH3:100][CH2:101][OH:102].[CH3:93][c:94]1[cH:95][cH:96][cH:97][cH:98][cH:99]1.[F:1][c:2]1[c:3]([C:4](=[O:5])[NH:6][c:7]2[cH:8][cH:9][c:10](-[c:13]3[s:14][cH:15][cH:16][c:17]3[CH3:18])[cH:11][cH:12]2)[c:19]([F:23])[cH:20][cH:21][cH:22]1.[Na+:45].[O-:41][C:42]([OH:43])=[O:44].[O:24]=[C:25]1[N:26]([Br:27])[C:28](=[O:29])[CH2:30][CH2:31]1.[OH2:92].[c:51]1([PH:52]([Pd:53]([Cl:54])([Cl:55])[PH:56]([c:57]2[cH:58][cH:59][cH:60][cH:61][cH:62]2)([c:63]2[cH:64][cH:65][cH:66][cH:67][cH:68]2)[c:69]2[cH:70][cH:71][cH:72][cH:73][cH:74]2)([c:75]2[cH:76][cH:77][cH:78][cH:79][cH:80]2)[c:81]2[cH:82][cH:83][cH:84][cH:85][cH:86]2)[cH:87][cH:88][cH:89][cH:90][cH:91]1.[n:32]1[cH:33][c:34]([B:38]([OH:39])[OH:40])[cH:35][cH:36][cH:37]1>>[F:1][c:2]1[c:3]([C:4](=[O:5])[NH:6][c:7]2[cH:8][cH:9][c:10](-[c:13]3[s:14][c:15](-[c:34]4[cH:33][n:32][cH:37][cH:36][cH:35]4)[cH:16][c:17]3[CH3:18])[cH:11][cH:12]2)[c:19]([F:23])[cH:20][cH:21][cH:22]1. Yields the product Cc1cc(-c2cccnc2)sc1-c1ccc(NC(=O)c2c(F)cccc2F)cc1. The reactants are C1CCOC1, CCO, Cc1ccccc1, Cc1ccsc1-c1ccc(NC(=O)c2c(F)cccc2F)cc1, [Na+], O=C([O-])O, O=C1CCC(=O)N1Br, O, Cl[Pd](Cl)([PH](c1ccccc1)(c1ccccc1)c1ccccc1)[PH](c1ccccc1)(c1ccccc1)c1ccccc1, OB(O)c1cccnc1. The reactants are solution, CNC (dimethylamine), BrCC(=O)C1=CC=C(C=C1)Br (2-bromo-1-(4-bromophenyl)ethanone). The solvent is CO (methanol), O1CCCC1 (tetrahydrofuran). Conditions: time 15 minute. The product is BrC1=CC=C(C=C1)C(CN(C)C)=O (1-(4-Bromophenyl)-2-(dimethylamino)ethanone). The yield is 85.3%. As a reaction SMILES: [CH3:1][NH:2][CH3:3].Br[CH2:5][C:6]([C:8]1[CH:13]=[CH:12][C:11]([Br:14])=[CH:10][CH:9]=1)=[O:7]>CO.O1CCCC1>[Br:14][C:11]1[CH:12]=[CH:13][C:8]([C:6](=[O:7])[CH2:5][N:2]([CH3:3])[CH3:1])=[CH:9][CH:10]=1. Reported procedure: A 2.0 M solution of dimethylamine (0.5 mmol) in methanol was added to a solution of 2-bromo-1-(4-bromophenyl)ethanone (114.5 mg, 0.41 mmol) in tetrahydrofuran (2 ml), and the mixture was stirred at room temperature for 15 min. The solvent was removed by distillation, and the residue was then purified by column chromatography on silica gel (hexane:ethyl acetate=10:1 to 0:100) to give 84.7 mg (yield 86%) of the title compound. Starting materials: NC=1C=NC2=CC(=CC=C2C1NCC1CCN(CC1)C(=O)OC(C)(C)C)Br (tert-butyl 4-[(3-amino-7-bromoquinolin-4-ylamino)methyl]piperidine-1-carboxylate), C(CCC)(OC)(OC)OC (trimethyl orthobutyrate). Product: BrC=1C=CC=2C3=C(C=NC2C1)N=C(N3CC3CCN(CC3)C(=O)OC(C)(C)C)CCC (tert-butyl 4-[(7-bromo-2-propyl-1H-imidazo[4,5-c]quinolin-1-yl)methyl]piperidine-1-carboxylate). The yield is 77.9%. RXN SMILES: [NH2:1][C:2]1[CH:3]=[N:4][C:5]2[C:10]([C:11]=1[NH:12][CH2:13][CH:14]1[CH2:19][CH2:18][N:17]([C:20]([O:22][C:23]([CH3:26])([CH3:25])[CH3:24])=[O:21])[CH2:16][CH2:15]1)=[CH:9][CH:8]=[C:7]([Br:27])[CH:6]=2.[C:28](OC)(OC)(OC)[CH2:29][CH2:30][CH3:31]>>[Br:27][C:7]1[CH:8]=[CH:9][C:10]2[C:11]3[N:12]([CH2:13][CH:14]4[CH2:19][CH2:18][N:17]([C:20]([O:22][C:23]([CH3:24])([CH3:26])[CH3:25])=[O:21])[CH2:16][CH2:15]4)[C:28]([CH2:29][CH2:30][CH3:31])=[N:1][C:2]=3[CH:3]=[N:4][C:5]=2[CH:6]=1. Reported procedure: The method described in Part A of Examples 142–144 was used to treat tert-butyl 4-[(3-amino-7-bromoquinolin-4-ylamino)methyl]piperidine-1-carboxylate (15.0 g, 34.5 mmol) with trimethyl orthobutyrate (5.62 g, 37.9 mmol). After completion, the reaction mixture was concentrated under reduced pressure, and the residue was purified by flash column chromatography on silica gel (eluting with 95:5 chloroform:CMA) followed by recrystallization from ethyl acetate to provide 13.1 g of tert-butyl 4-[(7-brom... The reactants are CC(C)=CC (2-methyl-2-butene), [OH-].[Na+] (sodium hydroxide), OO (hydrogen peroxide), ClC1=C(CC=2OC3=C(N2)C=C(C=C3CC=C)Cl)C=CC=C1 (2-(2-chlorobenzyl)-5-chloro-7-allylbenzoxazole), C(CC(C)C)BCCC(C)C (di-iso-amylborane). Solvent: C1CCOC1 (THF), C1CCOC1 (THF). Reaction conditions: temperature -20 celsius, time 8 hour. Yields the product ClC1=C(CC=2OC3=C(N2)C=CC=C3CCCO)C=CC=C1 (2-(2-Chlorobenzyl)-7-(3-hydroxy-1-propyl)Benzoxazole). RXN SMILES: [Cl:1][C:2]1[CH:21]=[CH:20][CH:19]=[CH:18][C:3]=1[CH2:4][C:5]1[O:6][C:7]2[C:13]([CH2:14][CH:15]=[CH2:16])=[CH:12][C:11](Cl)=[CH:10][C:8]=2[N:9]=1.C(BCCC(C)C)CC(C)C.CC(=CC)C.[OH-:38].[Na+].OO>C1COCC1>[Cl:1][C:2]1[CH:21]=[CH:20][CH:19]=[CH:18][C:3]=1[CH2:4][C:5]1[O:6][C:7]2[C:13]([CH2:14][CH2:15][CH2:16][OH:38])=[CH:12][CH:11]=[CH:10][C:8]=2[N:9]=1 |f:3.4|. Procedure: A solution of 2-(2-chlorobenzyl)-5-chloro-7-allylbenzoxazole (5.0 g, 0.018 mole) in THF was added to a solution of di-iso-amylborane prepared from borane-THF complex (1.60g, 0.018 mol) and 2-methyl-2-butene (2.80 g, 0.04 mol) in THF. The reaction mixture was stirred overnight and cooled to −20° C. then treated with 3 N sodium hydroxide (6.5 ml) and 30% hydrogen peroxide (6.5 ml). The reaction mixture was allowed to warm to room temperature and stirred for 4 hours. The product was isolated by par...